describe an organic reaction: reactants, conditions, products, and yield From a dataset of the Open Reaction Database (ORD), a public repository of structured organic reaction records. The reactants are ClC1=C(C=O)C=CC(=C1)OC(C1=CC=C(C=C1)C1=CC=C(C=C1)CCCCCC)=O (2-chloro-4-{[p-(p-hexylphenyl)benzoyl]oxy}benzaldehyde), CC(=O)C.OS(=O)(=O)O.O=[Cr](=O)=O (Jones' reagent). Run in CC(=O)C (acetone). Run at time 3 hour. Yields the product ClC1=C(C(=O)O)C=CC(=C1)OC(C1=CC=C(C=C1)C1=CC=C(C=C1)CCCCCC)=O (2-chloro-4-{[p-(p-hexylphenyl)benzoyl]oxy}benzoic acid). RXN SMILES: [Cl:1][C:2]1[CH:9]=[C:8]([O:10][C:11](=[O:30])[C:12]2[CH:17]=[CH:16][C:15]([C:18]3[CH:23]=[CH:22][C:21]([CH2:24][CH2:25][CH2:26][CH2:27][CH2:28][CH3:29])=[CH:20][CH:19]=3)=[CH:14][CH:13]=2)[CH:7]=[CH:6][C:3]=1[CH:4]=[O:5].CC(C)=[O:33].OS(O)(=O)=O.O=[Cr](=O)=O>CC(C)=O>[Cl:1][C:2]1[CH:9]=[C:8]([O:10][C:11](=[O:30])[C:12]2[CH:17]=[CH:16][C:15]([C:18]3[CH:19]=[CH:20][C:21]([CH2:24][CH2:25][CH2:26][CH2:27][CH2:28][CH3:29])=[CH:22][CH:23]=3)=[CH:14][CH:13]=2)[CH:7]=[CH:6][C:3]=1[C:4]([OH:33])=[O:5] |f:1.2.3|. Procedure: The crude 2-chloro-4-{[p-(p-hexylphenyl)benzoyl]oxy}benzaldehyde (67.1 g) obtained was dissolved in 2500 ml of acetone. 80 ml of Jones' reagent were added dropwise to this solution within 45 minutes, the mixture warming slightly. The mixture was stirred for a further 3 hours, then the precipitated inorganic material was filtered off under suction and the acetone was distilled off on a rotary evaporator. The residue was suspended in water and the suspension was suction filtered. The crude 2-chlor... Reactants: CI (methyl iodide), [Si]([O-])([O-])([O-])[O-].[Mg+2].[Mg+2] (magnesium silicate), CN(C=CC(=O)C=1C=C(C=CC1)NC(C)=O)C (N-[3-[3-(dimethylamino)-1-oxo-2-propenyl]phenyl]acetamide), [H-].[Na+] (sodium hydride), [H][H] (hydrogen). Run in C(Cl)Cl (methylene chloride), CN(C=O)C (dimethylformamide), CCCCCC (hexane), CN(C=O)C (dimethylformamide). Reaction conditions: time 1 hour. The product is CN(C=CC(=O)C=1C=C(C=CC1)N(C(C)=O)C)C (N-[3-[3-(Dimethylamino)-1-oxo-2-propenyl]phenyl]-N-methylacetamide). As a reaction SMILES: [CH3:1][N:2]([CH3:17])[CH:3]=[CH:4][C:5]([C:7]1[CH:8]=[C:9]([NH:13][C:14](=[O:16])[CH3:15])[CH:10]=[CH:11][CH:12]=1)=[O:6].[H-].[Na+].[H][H].[CH3:22]I.[Si]([O-])([O-])([O-])[O-].[Mg+2].[Mg+2]>CN(C)C=O.C(Cl)Cl.CCCCCC>[CH3:17][N:2]([CH3:1])[CH:3]=[CH:4][C:5]([C:7]1[CH:8]=[C:9]([N:13]([CH3:22])[C:14](=[O:16])[CH3:15])[CH:10]=[CH:11][CH:12]=1)=[O:6] |f:1.2,5.6.7|. Procedure details: A solution of 4.62 g of N-[3-[3-(dimethylamino)-1-oxo-2-propenyl]phenyl]acetamide in 25 ml of dimethylformamide was stirred in an inert atmosphere and 1.0 g of sodium hydride (60% oil suspension) was added. After stirring for 1 hour, the liberation of hydrogen had ceased and a solution of 3.0 g of methyl iodide in 10 ml of dimethylformamide was gradually added (with cooling, if necessary). After stirring for an additional 1 hour at room temperature, any volatiles were removed at reduced pressure... The reactants are CC(C)(C)C(=O)Nc1nc2ccc3ccc(Br)cc3c2c(=O)[nH]1, CC(=O)O, [Na+], [OH-]. Yields the product Nc1nc2ccc3ccc(Br)cc3c2c(=O)[nH]1. Reaction SMILES: [Br:1][c:2]1[cH:3][cH:4][c:5]2[c:6]([c:7]3[c:8](=[O:22])[nH:9][c:10]([NH:15][C:16](=[O:17])[C:18]([CH3:19])([CH3:20])[CH3:21])[n:11][c:12]3[cH:13][cH:14]2)[cH:23]1.[CH3:24][C:25](=[O:26])[OH:27].[Na+:29].[OH-:28]>>[Br:1][c:2]1[cH:3][cH:4][c:5]2[c:6]([c:7]3[c:8](=[O:22])[nH:9][c:10]([NH2:15])[n:11][c:12]3[cH:13][cH:14]2)[cH:23]1.